This data is from the Open Reaction Database (ORD), a public repository of structured organic reaction records. The task is: describe an organic reaction: reactants, conditions, products, and yield The reactants are C([O-])([O-])=O.[Cs+].[Cs+] (cesium carbonate), C(C)(=S)N (thioacetamide), BrCC(=O)C=1C(=C2C(N=C(O2)C2CC2)=C(C1C)C#N)F (6-(2-Bromoacetyl)-2-cyclopropyl-7-fluoro-5-methyl-1,3-benzoxazole-4-carbonitrile). Run in C1(=CC=CC=C1)C (toluene). Conditions: temperature 100 celsius, time 6 hour. Product: C1(CC1)C=1OC=2C(N1)=C(C(=C(C2F)C=2N=C(SC2)C)C)C#N (2-Cyclopropyl-7-fluoro-5-methyl-6-(2-methyl-1,3-thiazol-4-yl)-1,3-benzoxazole-4-carbonitrile). Isolated yield 44.2%. Reaction SMILES: Br[CH2:2][C:3]([C:5]1[C:6]([F:20])=[C:7]2[O:11][C:10]([CH:12]3[CH2:14][CH2:13]3)=[N:9][C:8]2=[C:15]([C:18]#[N:19])[C:16]=1[CH3:17])=O.C(=O)([O-])[O-].[Cs+].[Cs+].[C:27]([NH2:30])(=[S:29])[CH3:28]>C1(C)C=CC=CC=1>[CH:12]1([C:10]2[O:11][C:7]3[C:8](=[C:15]([C:18]#[N:19])[C:16]([CH3:17])=[C:5]([C:3]4[N:30]=[C:27]([CH3:28])[S:29][CH:2]=4)[C:6]=3[F:20])[N:9]=2)[CH2:14][CH2:13]1 |f:1.2.3|. Reported procedure: 6-(2-Bromoacetyl)-2-cyclopropyl-7-fluoro-5-methyl-1,3-benzoxazole-4-carbonitrile (I-79) (39.98 g, 28.6 mmol) was dissolved in toluene (270 ml), then cesium carbonate (13.02 g, 39.90 mmol) and thioacetamide (2.58 g, 34.28 mmol) were added, followed by stirring at 100° C. for 6 hours under nitrogen atmosphere. The reaction liquid was cooled, the insoluble matter was separated by filtration through Celite, ethyl acetate was added to the filtrate, followed by washing with water and saturated brine. ... Reactants: C1CCOC1, CC(C)[Mg+], [Cl-], N#Cc1ccc(-c2ccc(OCCCN3CCC(=O)C3)cc2)cc1. Yields the product CC(C)C1(O)CCN(CCCOc2ccc(-c3ccc(C#N)cc3)cc2)C1. Reaction SMILES: [CH2:30]1[O:31][CH2:32][CH2:33][CH2:34]1.[CH:26]([CH3:27])([CH3:28])[Mg+:29].[Cl-:25].[O:1]=[C:2]1[CH2:3][N:4]([CH2:7][CH2:8][CH2:9][O:10][c:11]2[cH:12][cH:13][c:14](-[c:17]3[cH:18][cH:19][c:20]([C:23]#[N:24])[cH:21][cH:22]3)[cH:15][cH:16]2)[CH2:5][CH2:6]1>>[OH:1][C:2]1([CH:26]([CH3:27])[CH3:28])[CH2:3][N:4]([CH2:7][CH2:8][CH2:9][O:10][c:11]2[cH:12][cH:13][c:14](-[c:17]3[cH:18][cH:19][c:20]([C:23]#[N:24])[cH:21][cH:22]3)[cH:15][cH:16]2)[CH2:5][CH2:6]1. The reactants are FC=1C=CC(=NC1)CC(=O)[O-].[Na+] (Sodium 2-(5-fluoropyridin-2-yl)acetate), BrBr (Br2), P(Br)(Br)Br (phosphorus tribromide). Product: BrC(C(=O)O)C1=NC=C(C=C1)F (2-bromo-2-(5-fluoropyridin-2-yl)acetic acid). RXN SMILES: [F:1][C:2]1[CH:3]=[CH:4][C:5]([CH2:8][C:9]([O-:11])=[O:10])=[N:6][CH:7]=1.[Na+].BrBr.P(Br)(Br)[Br:16]>>[Br:16][CH:8]([C:5]1[CH:4]=[CH:3][C:2]([F:1])=[CH:7][N:6]=1)[C:9]([OH:11])=[O:10] |f:0.1|. Reported procedure: Sodium 2-(5-fluoropyridin-2-yl)acetate is treated with 1-1.5 equiv of Br2 in the presence of phosphorus tribromide under standard Hell-Volhard-Zelinskii reaction conditions (J. March “Advanced Organic Chemistry” 3rd Edition, 1985, p. 531 and references therein) to afford 2-bromo-2-(5-fluoropyridin-2-yl)acetic acid. The reactants are C(C)OC(CCNC(C1=C(C=CC(=C1)OCC1=CC=C(C=C1)C#N)N)=O)=O (N-(5-(4-cyanobenzyloxy)-2-aminobenzoyl)-b-alanine ethyl ester), ClC1=CC=C(C=O)C=C1 (p-chlorobenzaldehyde), C(C)[SiH](CC)CC (Triethylsilane). The reagents and catalysts are C1(=CC=C(C=C1)S(=O)(=O)O)C (p-toluenesulfonic acid). The solvent is C1(=CC=CC=C1)C (toluene). Run at time 12 hour. The product is C(C)OC(CCNC(C1=C(C=CC(=C1)OCC1=CC=C(C=C1)C#N)NCC1=CC=C(C=C1)Cl)=O)=O (N-(5-(4-cyanobenzyloxy)-2-(4-chlorobenzylamino)benzoyl)-b-alanine ethyl ester). Yield: 59.5%. As a reaction SMILES: [CH2:1]([O:3][C:4](=[O:27])[CH2:5][CH2:6][NH:7][C:8](=[O:26])[C:9]1[CH:14]=[C:13]([O:15][CH2:16][C:17]2[CH:22]=[CH:21][C:20]([C:23]#[N:24])=[CH:19][CH:18]=2)[CH:12]=[CH:11][C:10]=1[NH2:25])[CH3:2].[Cl:28][C:29]1[CH:36]=[CH:35][C:32]([CH:33]=O)=[CH:31][CH:30]=1.C([SiH](CC)CC)C>C1(C)C=CC=CC=1.C1(C)C=CC(S(O)(=O)=O)=CC=1>[CH2:1]([O:3][C:4](=[O:27])[CH2:5][CH2:6][NH:7][C:8](=[O:26])[C:9]1[CH:14]=[C:13]([O:15][CH2:16][C:17]2[CH:18]=[CH:19][C:20]([C:23]#[N:24])=[CH:21][CH:22]=2)[CH:12]=[CH:11][C:10]=1[NH:25][CH2:33][C:32]1[CH:35]=[CH:36][C:29]([Cl:28])=[CH:30][CH:31]=1)[CH3:2]. Procedure: A solution of 1.03 g (2.80 mmol) of N-(5-(4-cyanobenzyloxy)-2-aminobenzoyl)-b-alanine ethyl ester, 394 mg (2.80 mmol) of p-chlorobenzaldehyde, and 20 mg of p-toluenesulfonic acid in 30 mL of toluene was heated at reflux through a Dean-Stark trap for 45 min. The solvent was removed in vacuo and the residue was dissolved in 15 mL of trifluoroacetic acid. Triethylsilane (1.34 mL, 8.40 mmol) was added and the mixture was stirred at room temperature for 12 h, concentrated in vacuo, and partitioned be... RXN SMILES: [ClH:39].[Na+:38].[OH-:37].[c:1]1([CH2:7][N:8]([c:9]2[n:10][c:11]3[cH:12][cH:13][cH:14][cH:15][c:16]3[c:17]3[c:18]2[n:19][c:20]([CH2:26][CH2:27][CH2:28][Cl:29])[n:21]3[CH2:22][O:23][CH2:24][CH3:25])[CH2:30][c:31]2[cH:32][cH:33][cH:34][cH:35][cH:36]2)[cH:2][cH:3][cH:4][cH:5][cH:6]1>>[c:1]1([CH2:7][N:8]([c:9]2[n:10][c:11]3[cH:12][cH:13][cH:14][cH:15][c:16]3[c:17]3[c:18]2[n:19][c:20]([CH2:26][CH2:27][CH2:28][Cl:29])[nH:21]3)[CH2:30][c:31]2[cH:32][cH:33][cH:34][cH:35][cH:36]2)[cH:2][cH:3][cH:4][cH:5][cH:6]1. The reactants are Cl, [Na+], [OH-], CCOCn1c(CCCCl)nc2c(N(Cc3ccccc3)Cc3ccccc3)nc3ccccc3c21. The product is ClCCCc1nc2c(N(Cc3ccccc3)Cc3ccccc3)nc3ccccc3c2[nH]1. Reactants: CCCCOCCOc1ccc(-c2ccc3c(c2)C=C(C(=O)O)CCN3Cc2ccnn2C)cc1, CCCn1cncc1CS(=O)c1ccc(N)cc1, O=C(Cl)C(=O)Cl, ClCCl, CN(C)C=O, C1CCOC1, O, c1ccncc1. The product is CCCCOCCOc1ccc(-c2ccc3c(c2)C=C(C(=O)Nc2ccc(S(=O)Cc4cncn4CCC)cc2)CCN3Cc2ccnn2C)cc1. As a reaction SMILES: [CH2:1]([CH2:2][CH2:3][CH3:4])[O:5][CH2:6][CH2:7][O:8][c:9]1[cH:10][cH:11][c:12](-[c:15]2[cH:16][cH:17][c:18]3[c:19]([cH:35]2)[CH:20]=[C:21]([C:32](=[O:33])[OH:34])[CH2:22][CH2:23][N:24]3[CH2:25][c:26]2[cH:27][cH:28][n:29][n:30]2[CH3:31])[cH:13][cH:14]1.[CH2:47]([CH2:48][CH3:49])[n:50]1[cH:51][n:52][cH:53][c:54]1[CH2:55][S:56](=[O:57])[c:58]1[cH:59][cH:60][c:61]([NH2:62])[cH:63][cH:64]1.[Cl:41][C:42]([C:43]([Cl:44])=[O:45])=[O:46].[Cl:65][CH2:66][Cl:67].[O:36]=[CH:37][N:38]([CH3:39])[CH3:40].[O:68]1[CH2:69][CH2:70][CH2:71][CH2:72]1.[OH2:73].[cH:74]1[cH:75][cH:76][n:77][cH:78][cH:79]1>>[CH2:1]([CH2:2][CH2:3][CH3:4])[O:5][CH2:6][CH2:7][O:8][c:9]1[cH:10][cH:11][c:12](-[c:15]2[cH:16][cH:17][c:18]3[c:19]([cH:35]2)[CH:20]=[C:21]([C:32](=[O:33])[NH:62][c:61]2[cH:60][cH:59][c:58]([S:56]([CH2:55][c:54]4[n:50]([CH2:47][CH2:48][CH3:49])[cH:51][n:52][cH:53]4)=[O:57])[cH:64][cH:63]2)[CH2:22][CH2:23][N:24]3[CH2:25][c:26]2[cH:27][cH:28][n:29][n:30]2[CH3:31])[cH:13][cH:14]1. As a reaction SMILES: [CH3:1][O:2][CH2:3][CH2:4][CH2:5][O:6][C:7]1[C:12](=[O:13])[CH:11]=[CH:10]O[C:8]=1[CH3:14].[NH3:15]>>[CH3:1][O:2][CH2:3][CH2:4][CH2:5][O:6][CH:7]1[C:12](=[O:13])[CH:11]=[CH:10][N:15]=[C:8]1[CH3:14]. The product is COCCCOC1C(=NC=CC1=O)C (3-(3-methoxy-1-propoxy)-2-methyl-4-pyridone). Reported procedure: A solution of 3-(3-methoxy-1-propoxy)-2-methyl-4-pyrone (0.31 g, 1.7 mmol) in 50 ml concentrated aqueous NH3 was heated to 120° C. for 2 h in an autoclave. The reaction mixture was transferred to a round bottomed flask and evaporation off the solvent afforded 0.32 g (100%) product as a yellow oil. The yield is 100.0%. Reactants: COCCCOC1=C(OC=CC1=O)C (3-(3-methoxy-1-propoxy)-2-methyl-4-pyrone), N (NH3). Reactants: C1, C(CCC)[Sn](CCCC)(CCCC)Cl (tri-n-butyltin chloride), O1CCCC1 (tetrahydrofuran). Product: C(CCC)[Sn](CCCC)(CCCC)C#C[Sn](CCCC)(CCCC)CCCC (bis(tri-n-butylstannyl)ethyne). Reaction SMILES: [CH2:1]([Sn:5](Cl)([CH2:10][CH2:11][CH2:12][CH3:13])[CH2:6][CH2:7][CH2:8][CH3:9])[CH2:2][CH2:3][CH3:4].O1[CH2:19][CH2:18][CH2:17][CH2:16]1>>[CH2:1]([Sn:5]([C:2]#[C:1][Sn:5]([CH2:6][CH2:7][CH2:8][CH3:9])([CH2:10][CH2:11][CH2:12][CH3:13])[CH2:16][CH2:17][CH2:18][CH3:19])([CH2:10][CH2:11][CH2:12][CH3:13])[CH2:6][CH2:7][CH2:8][CH3:9])[CH2:2][CH2:3][CH3:4]. Procedure: In synthetic route `C1` of FIG. 1, an alternate two step process for preparing BFPE consistant with the route in Sutherlin et al., Macromolecules, v.19, p.1260-1265 (1986) is shown. The first step is coupling commercially available tri-n-butyltin chloride (Aldrich Chemicals, Milwaukee, Wis.) with lithium acetylide ethylenediamine complex. These precursors are heated to reflux in anhydrous tetrahydrofuran (THF) under an argon blanket to form bis(tri-n-butylstannyl)ethyne. The THF solution of bis(...